Dataset: the Open Reaction Database (ORD), a public repository of structured organic reaction records. Task: describe an organic reaction: reactants, conditions, products, and yield The reactants are O1CC(CC1)C=O (tetrahydrofuran-3-carbaldehyde), solution, COC=1C=C(C=C(C1)OC)Cl (3,5-dimethoxychlorobenzene), [Mg] (Magnesium), II (iodine), solution, COC=1C=C(C=C(C1)OC)Cl (3,5-dimethoxychlorobenzene). Solvent: O1CCCC1 (tetrahydrofuran), O1CCCC1 (tetrahydrofuran), O1CCCC1 (tetrahydrofuran), O1CCCC1 (tetrahydrofuran). Reaction conditions: time 8 hour. Product: COC=1C=C(C=C(C1)OC)C(O)C1COCC1 ((3,5-dimethoxyphenyl)(tetrahydrofuran-3-yl)methanol). Reaction SMILES: [Mg].[CH3:2][O:3][C:4]1[CH:5]=[C:6](Cl)[CH:7]=[C:8]([O:10][CH3:11])[CH:9]=1.II.[O:15]1[CH2:19][CH2:18][CH:17]([CH:20]=[O:21])[CH2:16]1>O1CCCC1>[CH3:2][O:3][C:4]1[CH:5]=[C:6]([CH:20]([CH:17]2[CH2:18][CH2:19][O:15][CH2:16]2)[OH:21])[CH:7]=[C:8]([O:10][CH3:11])[CH:9]=1. Procedure: Magnesium turnings (8.5 g, 0.35 mol) are activated by stirring at room temperature overnight under argon and suspended in anhydrous tetrahydrofuran (60 ml). 10 ml of a solution of 3,5-dimethoxychlorobenzene (60.4 g, 0.35 mol) in anhydrous tetrahydrofuran (75 mL) is added, followed by a crystal of iodine, and the mixture is placed in an ultrasonic bath for 10 minutes. A further 10 mL of the solution of 3,5-dimethoxychlorobenzene in tetrahydrofuran is added and reaction is heated at 80° C. for 1 h... The reactants are BrCC(=O)C1=CC=CC=C1 (2-bromoacetophenone), [Na] (Sodium), C(CC(=O)C)(=O)OCC (Ethyl acetoacetate), [Na] (sodium). Run in C1(=CC=CC=C1)C (toluene), C1(=CC=CC=C1)C (toluene). Run at time 8 hour. The product is C(C)OC(C(C(C)=O)CC(C1=CC=CC=C1)=O)=O (3-Oxo-2-(2-oxo-2-phenyl-ethyl)-butyric Acid Ethyl Ester). RXN SMILES: [Na].[C:2]([O:8][CH2:9][CH3:10])(=[O:7])[CH2:3][C:4]([CH3:6])=[O:5].Br[CH2:12][C:13]([C:15]1[CH:20]=[CH:19][CH:18]=[CH:17][CH:16]=1)=[O:14]>C1(C)C=CC=CC=1>[CH2:9]([O:8][C:2](=[O:7])[CH:3]([CH2:12][C:13](=[O:14])[C:15]1[CH:20]=[CH:19][CH:18]=[CH:17][CH:16]=1)[C:4](=[O:5])[CH3:6])[CH3:10] |^1:0|. Reported procedure: Sodium metal (60 mmol, 1.4 g) was suspended in 80 mL (milliliter) toluene under nitrogen. Ethyl acetoacetate (88 mmol (millimole), 11.4 g) was added dropwise, and the resulting mixture was stirred until all sodium was consumed. The reaction mixture then was cooled in an ice bath (0-5° C.) and 2-bromoacetophenone (60 mmol, 12 g) in 140 mL toluene was added dropwise. The reaction was stirred overnight with gradual warming to room temperature. Analysis of the reaction mixture by GC and TLC showed t... Starting materials: COc1ccnc(Cc2cnc(N[N+](=O)[O-])[nH]c2=O)c1, N=C(N)Nc1nc(CSCCN)cs1, c1ccncc1. The product is COc1ccnc(Cc2cnc(NCCSCc3csc(NC(=N)N)n3)[nH]c2=O)c1. As a reaction SMILES: [N+:15]([NH:16][c:19]1[n:20][cH:21][c:22]([CH2:26][c:27]2[n:28][cH:29][cH:30][c:31]([O:33][CH3:34])[cH:32]2)[c:23](=[O:25])[nH:24]1)([O-:17])=[O:18].[NH:1]([C:2](=[NH:3])[NH2:4])[c:5]1[s:6][cH:7][c:8]([CH2:10][S:11][CH2:12][CH2:13][NH2:14])[n:9]1.[cH:35]1[cH:36][cH:37][n:38][cH:39][cH:40]1>>[NH:1]([C:2](=[NH:3])[NH2:4])[c:5]1[s:6][cH:7][c:8]([CH2:10][S:11][CH2:12][CH2:13][NH:14][c:19]2[n:20][cH:21][c:22]([CH2:26][c:27]3[n:28][cH:29][cH:30][c:31]([O:33][CH3:34])[cH:32]3)[c:23](=[O:25])[nH:24]2)[n:9]1. Starting materials: C(C1=CC=CC=C1)OC1=NC(=NC=C1I)Cl (4-(benzyloxy)-2-chloro-5-iodopyrimidine), [C@]12(C(=O)CC(CC1)C2(C)C)CS(=O)(=O)O ((1S)-(+)-10-camphorsulfonic acid), FC=1C=C(N)C=CC1 (3-fluoroaniline), C(O)([O-])=O.[Na+] (sodium hydrogencarbonate), C(C)(=O)OCC (ethyl acetate). Run in CN1C(CCC1)=O (N-methylpyrrolidone). Reaction conditions: temperature 60 celsius, time 2 hour. Product: C(C1=CC=CC=C1)OC1=NC(=NC=C1I)NC1=CC(=CC=C1)F (4-(benzyloxy)-N-(3-fluorophenyl)-5-iodopyrimidin-2-amine). RXN SMILES: [CH2:1]([O:8][C:9]1[C:14]([I:15])=[CH:13][N:12]=[C:11](Cl)[N:10]=1)[C:2]1[CH:7]=[CH:6][CH:5]=[CH:4][CH:3]=1.[C@]12(CS(O)(=O)=O)C(C)(C)C(CC1)CC2=O.C(=O)([O-])O.[Na+].C(OCC)(=O)C.[F:43][C:44]1[CH:45]=[C:46]([CH:48]=[CH:49][CH:50]=1)[NH2:47]>CN1CCCC1=O>[CH2:1]([O:8][C:9]1[C:14]([I:15])=[CH:13][N:12]=[C:11]([NH:47][C:46]2[CH:48]=[CH:49][CH:50]=[C:44]([F:43])[CH:45]=2)[N:10]=1)[C:2]1[CH:7]=[CH:6][CH:5]=[CH:4][CH:3]=1 |f:2.3|. Procedure: To a solution of 4-(benzyloxy)-2-chloro-5-iodopyrimidine (J1, 158 mg) in N-methylpyrrolidone (2.5 mL), 3-fluoroaniline (66 μL) and (1S)-(+)-10-camphorsulfonic acid (159 mg) were added at room temperature, and the mixture was stirred at 60° C. for 2 hours, and then stirred at 80° C. for 7 hours. The reaction mixture was cooled to room temperature, and then saturated aqueous sodium hydrogencarbonate and ethyl acetate were added. The organic layer was separated, washed successively with water and s... Starting materials: O[C@@H]1[C@]2(C)[C@@H](CC1)[C@@H]1CCC3=CC(CC[C@]3(C)[C@H]1CC2)=O (17β-hydroxy-4-androsten-3one), CS(=O)C (dimethyl sulphoxide). Conditions: temperature 26.5 celsius, time 22 hour. Yields the product O[C@H]1[C@H]2[C@@H]3CC[C@@H]([C@@]3(C)CC[C@@H]2[C@]2(CCC(C=C2C1)=O)C)O (7α,17β-dihydroxy-4-androsten-3-one). As a reaction SMILES: [OH:1][C@H:2]1[CH2:7][CH2:6][C@H:5]2[C@H:8]3[C@H:18]([CH2:19][CH2:20][C@:3]12[CH3:4])[C@:16]1([CH3:17])[C:11](=[CH:12][C:13](=[O:21])[CH2:14][CH2:15]1)[CH2:10][CH2:9]3.CS(C)=[O:24]>>[OH:24][C@@H:9]1[CH2:10][C:11]2[C@:16]([CH3:17])([CH2:15][CH2:14][C:13](=[O:21])[CH:12]=2)[C@@H:18]2[C@@H:8]1[C@H:5]1[C@@:3]([CH2:20][CH2:19]2)([CH3:4])[C@@H:2]([OH:1])[CH2:7][CH2:6]1. Procedure details: 100 ml of the medium of Example 1 were inoculated with Mucor hiemalis FERM P-3800 and shaken at 26.5° C. for 22 hours. The culture was then treated with 50 mg of 17β-hydroxy-4-androsten-3one in 1 ml of dimethyl sulphoxide and incubated for 8 days. There were obtained from the culture filtrate 4.8 mg of 7α,17β-dihydroxy-4-androsten-3-one of melting point 191°-193° C. Reactants: ClC=1C=C(C#N)C=C(C1)N1C(C2=NN(C(=C2C1C1=C(C=C(C=C1)Cl)C)C(C)C)C1=C(C=CC=C1)OC)=O (3-Chloro-5-[4-(4-chloro-2-methyl-phenyl)-3-isopropyl-2-(2-methoxy-phenyl)-6-oxo-2,6-dihydro-4H-pyrrolo[3,4-c]pyrazol-5-yl]-benzonitrile), Cl (HCl), O (water). Reaction conditions: temperature 70 celsius, time 8 hour. Product: ClC=1C=C(C(=O)N)C=C(C1)N1C(C2=NN(C(=C2C1C1=C(C=C(C=C1)Cl)C)C(C)C)C1=C(C=CC=C1)OC)=O (3-Chloro-5-[4-(4-chloro-2-methyl-phenyl)-3-isopropyl-2-(2-methoxy-phenyl)-6-oxo-2,6-dihydro-4H-pyrrolo[3,4-c]pyrazol-5-yl]-benzamide). As a reaction SMILES: [Cl:1][C:2]1[CH:3]=[C:4]([CH:7]=[C:8]([N:10]2[CH:17]([C:18]3[CH:23]=[CH:22][C:21]([Cl:24])=[CH:20][C:19]=3[CH3:25])[C:16]3[C:12](=[N:13][N:14]([C:29]4[CH:34]=[CH:33][CH:32]=[CH:31][C:30]=4[O:35][CH3:36])[C:15]=3[CH:26]([CH3:28])[CH3:27])[C:11]2=[O:37])[CH:9]=1)[C:5]#[N:6].Cl.[OH2:39]>>[Cl:1][C:2]1[CH:3]=[C:4]([CH:7]=[C:8]([N:10]2[CH:17]([C:18]3[CH:23]=[CH:22][C:21]([Cl:24])=[CH:20][C:19]=3[CH3:25])[C:16]3[C:12](=[N:13][N:14]([C:29]4[CH:34]=[CH:33][CH:32]=[CH:31][C:30]=4[O:35][CH3:36])[C:15]=3[CH:26]([CH3:28])[CH3:27])[C:11]2=[O:37])[CH:9]=1)[C:5]([NH2:6])=[O:39]. Reported procedure: A mixture of the compound prepared in example 103 (100 mg, 0.188 mmol) and concentrated HCl (10 mL) was heated to 70° C. and stirred at this temperature overnight. The reaction mixture was allowed to cool to rt, diluted with water and extracted with EtOAc. The organic layer was washed with a saturated aqueous solution of sodium bicarbonate and water, dried (Na2SO4), filtered, and concentrated. The residue was purified by silica gel column chromatography (CHCl3/MeOH, 99:1) to afford the title com... Starting materials: NC1=NC(=C(C(=N1)C=1OC=CC1)C#N)S(=O)C (2-amino-4-furan-2-yl-6-methanesulfinyl-pyrimidine-5-carbonitrile), Cl.CC1=CC=C(C=N1)CO ((6-methyl-pyridin-3-yl)-methanol hydrochloride), C1CCC2=NCCCN2CC1 (DBU). Solvent: COCCOC (DME). The product is NC1=NC(=C(C(=N1)C=1OC=CC1)C#N)OCC=1C=NC(=CC1)C (2-Amino-4-furan-2-yl-6-(6-methyl-pyridin-3-yl-methoxy)-pyrimidine-5-carbonitrile). RXN SMILES: [NH2:1][C:2]1[N:7]=[C:6]([C:8]2[O:9][CH:10]=[CH:11][CH:12]=2)[C:5]([C:13]#[N:14])=[C:4](S(C)=O)[N:3]=1.Cl.[CH3:19][C:20]1[N:25]=[CH:24][C:23]([CH2:26][OH:27])=[CH:22][CH:21]=1.C1CCN2C(=NCCC2)CC1>COCCOC>[NH2:1][C:2]1[N:7]=[C:6]([C:8]2[O:9][CH:10]=[CH:11][CH:12]=2)[C:5]([C:13]#[N:14])=[C:4]([O:27][CH2:26][C:23]2[CH:24]=[N:25][C:20]([CH3:19])=[CH:21][CH:22]=2)[N:3]=1 |f:1.2|. Procedure details: From 2-amino-4-furan-2-yl-6-methanesulfinyl-pyrimidine-5-carbonitrile, (6-methyl-pyridin-3-yl)-methanol hydrochloride and DBU in DME. ES-MS m/e (%): 308 (M+H+, 100).